Dataset: the Open Reaction Database (ORD), a public repository of structured organic reaction records. Task: describe an organic reaction: reactants, conditions, products, and yield Reactants: ClC1=C(C(=O)NCC=2C=C(C=CC2OC)CC(C(=O)O)OC(C)C)C=CC(=C1)Cl (3-(3-{[(2,4-dichlorobenzoyl)amino]methyl}-4-methoxyphenyl)-2-isopropoxypropanoic acid), [OH-].[Na+] (sodium hydroxide). The solvent is C(C)O (ethanol). Yields the product ClC1=C(C(=O)NCC=2C=C(C=CC2OC)CC(C(=O)[O-])OC(C)C)C=CC(=C1)Cl.[Na+] (sodium 3-(3-{[(2,4-dichlorobenzoyl)amino]methyl}-4-methoxyphenyl)-2-isopropoxypropanoate). As a reaction SMILES: [Cl:1][C:2]1[CH:28]=[C:27]([Cl:29])[CH:26]=[CH:25][C:3]=1[C:4]([NH:6][CH2:7][C:8]1[CH:9]=[C:10]([CH2:16][CH:17]([O:21][CH:22]([CH3:24])[CH3:23])[C:18]([OH:20])=[O:19])[CH:11]=[CH:12][C:13]=1[O:14][CH3:15])=[O:5].[OH-].[Na+:31]>C(O)C>[Cl:1][C:2]1[CH:28]=[C:27]([Cl:29])[CH:26]=[CH:25][C:3]=1[C:4]([NH:6][CH2:7][C:8]1[CH:9]=[C:10]([CH2:16][CH:17]([O:21][CH:22]([CH3:24])[CH3:23])[C:18]([O-:20])=[O:19])[CH:11]=[CH:12][C:13]=1[O:14][CH3:15])=[O:5].[Na+:31] |f:1.2,4.5|. Procedure: 1.0 g of 3-(3-{[(2,4-dichlorobenzoyl)amino]methyl}-4-methoxyphenyl)-2-isopropoxypropanoic acid was dissolved in 5 ml ethanol, and 2.3 ml of 1 N aqueous sodium hydroxide solution was added thereto, and the solvent was removed, to give sodium 3-(3-{[(2,4-dichlorobenzoyl)amino]methyl}-4-methoxyphenyl)-2-isopropoxypropanoate was obtained.